Task: describe an organic reaction: reactants, conditions, products, and yield. Dataset: the Open Reaction Database (ORD), a public repository of structured organic reaction records Starting materials: B(Br)(Br)Br (BBr3), [OH-].[Na+] (sodium hydroxide), C(C1=CC=CC=C1)N1C=C(C(C2=CC=C(C=C12)OC)=O)N1CCN(CC1)C1=CC=NC=C1 (1-benzyl-3-(4-(4-pyridyl)piperazin-1-yl)-7-methoxy-4-quinolone), solution, B(Br)(Br)Br (boron tribromide). Solvent: ClCCl (dichloromethane), ClCCl (dichloromethane). Reaction conditions: time 14 day. Yields the product C(C1=CC=CC=C1)N1C=C(C(C2=CC=C(C=C12)O)=O)N1CCN(CC1)C1=CC=NC=C1 (1-benzyl-3-(4-(4-pyridyl)piperazin-1-yl)-4-quinolon-7-ol). The yield is 9.5%. RXN SMILES: [CH2:1]([N:8]1[C:17]2[C:12](=[CH:13][CH:14]=[C:15]([O:18]C)[CH:16]=2)[C:11](=[O:20])[C:10]([N:21]2[CH2:26][CH2:25][N:24]([C:27]3[CH:32]=[CH:31][N:30]=[CH:29][CH:28]=3)[CH2:23][CH2:22]2)=[CH:9]1)[C:2]1[CH:7]=[CH:6][CH:5]=[CH:4][CH:3]=1.B(Br)(Br)Br.[OH-].[Na+]>ClCCl>[CH2:1]([N:8]1[C:17]2[C:12](=[CH:13][CH:14]=[C:15]([OH:18])[CH:16]=2)[C:11](=[O:20])[C:10]([N:21]2[CH2:26][CH2:25][N:24]([C:27]3[CH:28]=[CH:29][N:30]=[CH:31][CH:32]=3)[CH2:23][CH2:22]2)=[CH:9]1)[C:2]1[CH:3]=[CH:4][CH:5]=[CH:6][CH:7]=1 |f:2.3|. Reported procedure: To a solution of the product of step (vi) (815 mg) in dry dichloromethane (10 ml) under argon was added a 1M solution of boron tribromide in dichloromethane (10 ml). The reaction was stirred at room temperature for 14 days, extra aliquots of BBr3 solution being added after 3 and 7 days. After 2 weeks, excess 1M aqueous sodium hydroxide solution was added, dropwise at first, and the mixture stirred at room temperature for 3 hours. The precipitated material was filtered off and the aqueous layer o... Reactants: O=C([O-])O, CCO, Cl, [Fe], O=[N+]([O-])c1cccc(C=Cc2cccnc2)c1, [Na+]. Yields the product Nc1cccc(C=Cc2cccnc2)c1. RXN SMILES: [C:19](=[O:20])([OH:21])[O-:22].[CH3:24][CH2:25][OH:26].[ClH:18].[Fe:27].[N+:1]([O-:2])(=[O:3])[c:4]1[cH:5][c:6]([CH:10]=[CH:11][c:12]2[cH:13][n:14][cH:15][cH:16][cH:17]2)[cH:7][cH:8][cH:9]1.[Na+:23]>>[NH2:1][c:4]1[cH:5][c:6]([CH:10]=[CH:11][c:12]2[cH:13][n:14][cH:15][cH:16][cH:17]2)[cH:7][cH:8][cH:9]1. Starting materials: CCOC(=O)c1c(-c2ccccc2Cl)csc1N, CC(=O)O, O=C1OC(=O)c2ccccc21. Yields the product CCOC(=O)c1c(-c2ccccc2Cl)csc1N1C(=O)c2ccccc2C1=O. Reaction SMILES: [CH2:1]([CH3:2])[O:3][C:4](=[O:5])[c:6]1[c:7]([NH2:18])[s:8][cH:9][c:10]1-[c:11]1[c:12]([Cl:17])[cH:13][cH:14][cH:15][cH:16]1.[CH3:30][C:31](=[O:32])[OH:33].[O:19]=[C:20]1[O:21][C:22](=[O:23])[c:24]2[cH:25][cH:26][cH:27][cH:28][c:29]21>>[CH2:1]([CH3:2])[O:3][C:4](=[O:5])[c:6]1[c:7]([N:18]2[C:20](=[O:19])[c:29]3[c:24]([cH:25][cH:26][cH:27][cH:28]3)[C:22]2=[O:21])[s:8][cH:9][c:10]1-[c:11]1[c:12]([Cl:17])[cH:13][cH:14][cH:15][cH:16]1.